This data is from the Open Reaction Database (ORD), a public repository of structured organic reaction records. The task is: describe an organic reaction: reactants, conditions, products, and yield Reactants: O=C([O-])[O-], FC(F)(F)c1ccc(CCl)cn1, [K+], [K+], Nc1nc(-c2ccc(Cl)cc2)c(-c2ccc(Cl)cc2)c2n[nH]c(=O)n12, CN(C)C=O. Product: Nc1nc(-c2ccc(Cl)cc2)c(-c2ccc(Cl)cc2)c2nn(Cc3ccc(C(F)(F)F)nc3)c(=O)n12. Reaction SMILES: [C:26](=[O:27])([O-:28])[O-:29].[Cl:32][CH2:33][c:34]1[cH:35][cH:36][c:37]([C:40]([F:41])([F:42])[F:43])[n:38][cH:39]1.[K+:30].[K+:31].[NH2:1][c:2]1[n:3][c:4](-[c:19]2[cH:20][cH:21][c:22]([Cl:25])[cH:23][cH:24]2)[c:5](-[c:12]2[cH:13][cH:14][c:15]([Cl:18])[cH:16][cH:17]2)[c:6]2[n:7]1[c:8](=[O:11])[nH:9][n:10]2.[O:44]=[CH:45][N:46]([CH3:47])[CH3:48]>>[NH2:1][c:2]1[n:3][c:4](-[c:19]2[cH:20][cH:21][c:22]([Cl:25])[cH:23][cH:24]2)[c:5](-[c:12]2[cH:13][cH:14][c:15]([Cl:18])[cH:16][cH:17]2)[c:6]2[n:7]1[c:8](=[O:11])[n:9]([CH2:33][c:34]1[cH:35][cH:36][c:37]([C:40]([F:41])([F:42])[F:43])[n:38][cH:39]1)[n:10]2. As a reaction SMILES: [C:20](=[O:21])([O-:22])[O-:23].[CH2:1]([CH3:2])[O:3][C:4]([CH2:5][n:6]1[c:7](=[O:13])[c:8](=[O:12])[nH:9][cH:10][cH:11]1)=[O:14].[Cl:26][CH2:27][CH2:28][Cl:29].[Cl:31][CH2:32][Cl:33].[Na+:24].[Na+:25].[OH2:30].[P:15]([Br:16])([Br:17])([Br:18])=[O:19]>>[CH2:1]([CH3:2])[O:3][C:4]([CH2:5][n:6]1[c:7](=[O:13])[c:8]([Br:17])[n:9][cH:10][cH:11]1)=[O:14]. The reactants are O=C([O-])[O-], CCOC(=O)Cn1cc[nH]c(=O)c1=O, ClCCCl, ClCCl, [Na+], [Na+], O, O=P(Br)(Br)Br. Yields the product CCOC(=O)Cn1ccnc(Br)c1=O. Reactants: COC1=CC=C(C=C1)C=1N=C(NC1)C=1C=NC=CC1 (4-(p-methoxyphenyl)-2-(3-pyridyl)imidazole). Run in Br (HBr). The product is N1=CC(=CC=C1)C=1NC=C(N1)C1=CC=C(C=C1)O (2-(3-pyridyl)-4-(4-hydroxyphenyl)imidazole). Reaction SMILES: C[O:2][C:3]1[CH:8]=[CH:7][C:6]([C:9]2[N:10]=[C:11]([C:14]3[CH:15]=[N:16][CH:17]=[CH:18][CH:19]=3)[NH:12][CH:13]=2)=[CH:5][CH:4]=1>Br>[N:16]1[CH:17]=[CH:18][CH:19]=[C:14]([C:11]2[NH:12][CH:13]=[C:9]([C:6]3[CH:7]=[CH:8][C:3]([OH:2])=[CH:4][CH:5]=3)[N:10]=2)[CH:15]=1. Procedure details: A mixture of 4-(p-methoxyphenyl)-2-(3-pyridyl)imidazole (2.0 g.) and 48% HBr (100 ml.) is heated to reflux for 20 hrs. After cooling, the precipitate is filtered off and crystallized from isopropanol-methanol to give 2.05 g. of 2-(3-pyridyl)-4-(4-hydroxyphenyl)imidazle of m.p. 315°-318° C. Starting materials: C1COCCN1, COc1ccc2c(OCc3nnc4ccc(-c5cc(C)c(C(=O)Cl)s5)nn34)ccnc2c1, ClCCl. Yields the product COc1ccc2c(OCc3nnc4ccc(-c5cc(C)c(C(=O)N6CCOCC6)s5)nn34)ccnc2c1. Reaction SMILES: [CH2:33]1[CH2:34][O:35][CH2:36][CH2:37][NH:38]1.[CH3:1][O:2][c:3]1[cH:4][cH:5][c:6]2[c:7]([O:13][CH2:14][c:15]3[n:16][n:17][c:18]4[n:19]3[n:20][c:21](-[c:24]3[cH:25][c:26]([CH3:32])[c:27]([C:29](=[O:30])[Cl:31])[s:28]3)[cH:22][cH:23]4)[cH:8][cH:9][n:10][c:11]2[cH:12]1.[Cl:39][CH2:40][Cl:41]>>[CH3:1][O:2][c:3]1[cH:4][cH:5][c:6]2[c:7]([O:13][CH2:14][c:15]3[n:16][n:17][c:18]4[n:19]3[n:20][c:21](-[c:24]3[cH:25][c:26]([CH3:32])[c:27]([C:29](=[O:30])[N:38]5[CH2:33][CH2:34][O:35][CH2:36][CH2:37]5)[s:28]3)[cH:22][cH:23]4)[cH:8][cH:9][n:10][c:11]2[cH:12]1. Reactants: OC(=O)C(F)(F)F.C(C1=CC=CC=C1)N1C(C2=NC(=C(N=C2CC1)NCC(F)F)N1CCC(CC1)OC1=C(C=C(C=C1)F)F)C (6-benzyl-N-(2,2-difluoroethyl)-3-(4-(2,4-difluorophenoxyl)piperidin-1-yl)-5-methyl-5,6,7,8-tetrahydropyrido[3,4-b]pyrazin-2-amine TFA salt). Reagents/catalysts: [OH-].[OH-].[Pd+2] (Pd(OH)2 on carbon). Solvent: C1CCOC1 (THF). Product: FC(CNC=1N=C2C(=NC1N1CCC(CC1)OC1=C(C=C(C=C1)F)F)C(NCC2)C)F (N-(2,2-difluoroethyl)-3-(4-(2,4-difluorophenoxyl)piperidin-1-yl)-5-methyl-5,6,7,8-tetrahydropyrido[3,4-b]pyrazin-2-amine), C(=O)(C(F)(F)F)O (TFA). Yield: 479.0%. As a reaction SMILES: [OH:1][C:2]([C:4]([F:7])([F:6])[F:5])=[O:3].C([N:15]1[CH2:24][CH2:23][C:22]2[C:17](=[N:18][C:19]([N:30]3[CH2:35][CH2:34][CH:33]([O:36][C:37]4[CH:42]=[CH:41][C:40]([F:43])=[CH:39][C:38]=4[F:44])[CH2:32][CH2:31]3)=[C:20]([NH:25][CH2:26][CH:27]([F:29])[F:28])[N:21]=2)[CH:16]1[CH3:45])C1C=CC=CC=1>C1COCC1.[OH-].[OH-].[Pd+2]>[F:29][CH:27]([F:28])[CH2:26][NH:25][C:20]1[N:21]=[C:22]2[CH2:23][CH2:24][NH:15][CH:16]([CH3:45])[C:17]2=[N:18][C:19]=1[N:30]1[CH2:35][CH2:34][CH:33]([O:36][C:37]2[CH:42]=[CH:41][C:40]([F:43])=[CH:39][C:38]=2[F:44])[CH2:32][CH2:31]1.[C:2]([OH:3])([C:4]([F:7])([F:6])[F:5])=[O:1] |f:0.1,3.4.5|. Reported procedure: A solution of 6-benzyl-N-(2,2-difluoroethyl)-3-(4-(2,4-difluorophenoxyl)piperidin-1-yl)-5-methyl-5,6,7,8-tetrahydropyrido[3,4-b]pyrazin-2-amine TFA salt (160 mg, 0.249 mmol) and Pd(OH)2 on carbon (17.5 mg, 0.025 mmol) in THF (1.24 mL) was purged and placed under hydrogen atmosphere (balloon) overnight. The mixture was filtered through Celite™ and concentrated to give title compound as its TFA salt (136 mg). Reactants: ClC=1C=C(C=C(C1)C#C)S(=O)(=O)N(C=1C=CC=2N(C3=CC=CC=C3C2C1)CC)CC(=O)O ([(3-chloro-5-ethynyl-phenylsulphonyl)-(9-ethyl-9H-carbazol-3-yl)-amino]-acetic acid), [H][H] (hydrogen). Reagents/catalysts: [Pt](=O)=O (platinum dioxide). Run in C(C)(=O)OCC (ethyl acetate). Yields the product ClC=1C=C(C=C(C1)CC)S(=O)(=O)N(C=1C=CC=2N(C3=CC=CC=C3C2C1)CC)CC(=O)O ([(3-chloro-5-ethyl-phenylsulphonyl)-(9-ethyl-9H-carbazol-3-yl)-amino]-acetic acid). As a reaction SMILES: [Cl:1][C:2]1[CH:3]=[C:4]([S:10]([N:13]([CH2:29][C:30]([OH:32])=[O:31])[C:14]2[CH:15]=[CH:16][C:17]3[N:18]([CH2:27][CH3:28])[C:19]4[C:24]([C:25]=3[CH:26]=2)=[CH:23][CH:22]=[CH:21][CH:20]=4)(=[O:12])=[O:11])[CH:5]=[C:6]([C:8]#[CH:9])[CH:7]=1.[H][H]>C(OCC)(=O)C.[Pt](=O)=O>[Cl:1][C:2]1[CH:3]=[C:4]([S:10]([N:13]([CH2:29][C:30]([OH:32])=[O:31])[C:14]2[CH:15]=[CH:16][C:17]3[N:18]([CH2:27][CH3:28])[C:19]4[C:24]([C:25]=3[CH:26]=2)=[CH:23][CH:22]=[CH:21][CH:20]=4)(=[O:12])=[O:11])[CH:5]=[C:6]([CH2:8][CH3:9])[CH:7]=1. Reported procedure: 104 mg [(3-chloro-5-ethynyl-phenylsulphonyl)-(9-ethyl-9H-carbazol-3-yl)-amino]-acetic acid are dissolved in 5 ml of ethyl acetate. 30 mg of platinum dioxide are added and the mixture is hydrogenated for 5.5 hours at 3 bar hydrogen pressure. Then the catalyst is removed by suction filtering, the solvent is eliminated in vacuo and the residue is purified by preparative HPLC. Product: CC(C)(C)Cn1c(N)nc2ccc(C(=O)C(=O)c3ccc(F)cc3)nc21. Starting materials: CC(C)(C)Cn1c(N)nc2ccc(C#Cc3ccc(F)cc3)nc21, CC(C)=O, CCOC(C)=O, [K+], [Mg+2], O=[Mn](=O)(=O)[O-], [Na+], [Na+], [Na+], O=S(=O)([O-])[O-], O=C([O-])O, O, O=S([O-])[O-]. As a reaction SMILES: [CH3:12][C:13]([CH2:14][n:15]1[c:16]([NH2:33])[n:17][c:18]2[c:19]1[n:20][c:21]([C:24]#[C:25][c:26]1[cH:27][cH:28][c:29]([F:32])[cH:30][cH:31]1)[cH:22][cH:23]2)([CH3:34])[CH3:35].[CH3:49][C:50](=[O:51])[CH3:52].[CH3:53][CH2:54][O:55][C:56]([CH3:57])=[O:58].[K+:41].[Mg+2:1].[Mn:36]([O-:37])(=[O:38])(=[O:39])=[O:40].[Na+:11].[Na+:46].[Na+:47].[O-:2][S:3]([O-:4])(=[O:5])=[O:6].[O-:7][C:8]([OH:9])=[O:10].[OH2:48].[S:42]([O-:43])([O-:44])=[O:45]>>[O:7]=[C:24]([c:21]1[n:20][c:19]2[n:15]([CH2:14][C:13]([CH3:12])([CH3:34])[CH3:35])[c:16]([NH2:33])[n:17][c:18]2[cH:23][cH:22]1)[C:25]([c:26]1[cH:27][cH:28][c:29]([F:32])[cH:30][cH:31]1)=[O:48].